Dataset: the Open Reaction Database (ORD), a public repository of structured organic reaction records. Task: describe an organic reaction: reactants, conditions, products, and yield Reactants: C(C)(C)(C)OC(=O)N1CC(N(CC1)C=1C=C2C=CN(C2=CC1)[Si](C)(C)C(C)(C)C)CC1=CC=CC=C1 (3-benzyl-4-[1-(tert-butyl-dimethyl-silanyl)-1H-indol-5-yl]-piperazine-1-carboxylic acid tert-butyl ester), CCCC[N+](CCCC)(CCCC)CCCC.[F-] (TBAF). Solvent: C1CCOC1 (THF). Product: C(C)(C)(C)OC(=O)N1CC(N(CC1)C=1C=C2C=CNC2=CC1)CC1=CC=CC=C1 (3-benzyl-4-(1H-indol-5-yl)-piperazine-1-carboxylic acid tert-butyl ester). Yield: 93.4%. As a reaction SMILES: [C:1]([O:5][C:6]([N:8]1[CH2:13][CH2:12][N:11]([C:14]2[CH:15]=[C:16]3[C:20](=[CH:21][CH:22]=2)[N:19]([Si](C(C)(C)C)(C)C)[CH:18]=[CH:17]3)[CH:10]([CH2:30][C:31]2[CH:36]=[CH:35][CH:34]=[CH:33][CH:32]=2)[CH2:9]1)=[O:7])([CH3:4])([CH3:3])[CH3:2].CCCC[N+](CCCC)(CCCC)CCCC.[F-]>C1COCC1>[C:1]([O:5][C:6]([N:8]1[CH2:13][CH2:12][N:11]([C:14]2[CH:15]=[C:16]3[C:20](=[CH:21][CH:22]=2)[NH:19][CH:18]=[CH:17]3)[CH:10]([CH2:30][C:31]2[CH:32]=[CH:33][CH:34]=[CH:35][CH:36]=2)[CH2:9]1)=[O:7])([CH3:4])([CH3:2])[CH3:3] |f:1.2|. Procedure details: To a stirring solution of 3-benzyl-4-[1-(tert-butyl-dimethyl-silanyl)-1H-indol-5-yl]-piperazine-1-carboxylic acid tert-butyl ester (1.61 g, 3.2 mmol) in 20 mL THF at 0° C. was added TBAF (3.5 mL, 1.0 M in THF, 3.5 mmol). After 15 minutes the solution was quenched by the addition of water, concentrated under reduced pressure, and extracted with ethyl acetate. The combined organic layers were washed with water and brine, dried over Na2SO4, filtered and concentrated under reduced pressure. Purifica... Reactants: ClC=1C=C2C(=NC1C1=CC=C(C=C1)B1OC(C(O1)(C)C)(C)C)N(C(=N2)O[C@@H]2CO[C@H]1[C@@H]2OC[C@H]1O)COCC[Si](C)(C)C ((3R,3aR,6R,6aR)-6-(6-chloro-5-(4-(4,4,5,5-tetramethyl-1,3,2-dioxaborolan-2-yl)phenyl)-3-(2-trimethylsilanyl-ethoxymethyl)-3H-imidazo[4,5-b]pyridin-2-yloxy)hexahydrofuro[3,2-b]furan-3-ol), BrC1=CC=C(C=C1)S(=O)(NC)=NC (4-bromo-N,N′-dimethyl-benzenesulfonimidamide), Intermediate 3. Run in O1CCOCC1 (1,4-dioxane). The product is O[C@@H]1CO[C@H]2[C@@H]1OC[C@H]2OC2=NC=1C(=NC(=C(C1)Cl)C1=CC=C(C=C1)C1=CC=C(C=C1)S(=O)(NC)=NC)N2COCC[Si](C)(C)C (4-[4-(2-{[(3R,3aR,6R,6aR)-6-Hydroxy-hexahydrofuro[3,2-b]furan-3-yl]oxy}-6-chloro-3-{[2-(trimethylsilyl)ethoxy]methyl}-3H-imidazo[4,5-b]pyridin-5-yl)phenyl]-N,N′-dimethyl-benzenesulfonimidamide). RXN SMILES: [Cl:1][C:2]1[CH:3]=[C:4]2[N:25]=[C:24]([O:26][C@H:27]3[C@H:31]4[O:32][CH2:33][C@@H:34]([OH:35])[C@H:30]4[O:29][CH2:28]3)[N:23]([CH2:36][O:37][CH2:38][CH2:39][Si:40]([CH3:43])([CH3:42])[CH3:41])[C:5]2=[N:6][C:7]=1[C:8]1[CH:13]=[CH:12][C:11](B2OC(C)(C)C(C)(C)O2)=[CH:10][CH:9]=1.Br[C:45]1[CH:50]=[CH:49][C:48]([S:51](=[N:55][CH3:56])([NH:53][CH3:54])=[O:52])=[CH:47][CH:46]=1>O1CCOCC1>[OH:35][C@H:34]1[C@H:30]2[O:29][CH2:28][C@@H:27]([O:26][C:24]3[N:23]([CH2:36][O:37][CH2:38][CH2:39][Si:40]([CH3:42])([CH3:43])[CH3:41])[C:5]4=[N:6][C:7]([C:8]5[CH:13]=[CH:12][C:11]([C:45]6[CH:46]=[CH:47][C:48]([S:51](=[N:53][CH3:54])([NH:55][CH3:56])=[O:52])=[CH:49][CH:50]=6)=[CH:10][CH:9]=5)=[C:2]([Cl:1])[CH:3]=[C:4]4[N:25]=3)[C@H:31]2[O:32][CH2:33]1. Reported procedure: The title compound is prepared from (3R,3aR,6R,6aR)-6-(6-chloro-5-(4-(4,4,5,5-tetramethyl-1,3,2-dioxaborolan-2-yl)phenyl)-3-(2-trimethylsilanyl-ethoxymethyl)-3H-imidazo[4,5-b]pyridin-2-yloxy)hexahydrofuro[3,2-b]furan-3-ol and 4-bromo-N,N′-dimethyl-benzenesulfonimidamide following a procedure analogous to that described for Intermediate 3 (Step 3) using 1,4-dioxane as a solvent. LC (method 1): tR=1.01 min; Mass spectrum (ESI+): m/z=686 [M+H]+.